Dataset: the Open Reaction Database (ORD), a public repository of structured organic reaction records. Task: describe an organic reaction: reactants, conditions, products, and yield The reactants are CCCCN, CC#N, CCOC(C)=O, CCN(C(C)C)C(C)C, Clc1ccc2ccccc2n1. The product is CCCCNc1ccc2ccccc2n1. RXN SMILES: [CH2:12]([CH2:13][CH2:14][CH3:15])[NH2:16].[CH3:26][C:27]#[N:28].[CH3:29][CH2:30][O:31][C:32]([CH3:33])=[O:34].[CH:17]([N:18]([CH:19]([CH3:20])[CH3:21])[CH2:22][CH3:23])([CH3:24])[CH3:25].[Cl:1][c:2]1[n:3][c:4]2[cH:5][cH:6][cH:7][cH:8][c:9]2[cH:10][cH:11]1>>[c:2]1([NH:16][CH2:12][CH2:13][CH2:14][CH3:15])[n:3][c:4]2[cH:5][cH:6][cH:7][cH:8][c:9]2[cH:10][cH:11]1. The reactants are FC(C1=CC=NC=C1C(=O)NN)(F)F (4-trifluoromethylnicotinic hydrazide), C(C)(OCC)(OCC)OCC (triethyl orthoacetate). Reaction conditions: time 1 hour. Yields the product CC=1OC(=NN1)C=1C=NC=CC1C(F)(F)F (2- Methyl-5-(4-trifluoromethyl-3-pyridyl)-1,3,4-oxadiazole). Reaction SMILES: [F:1][C:2]([F:14])([F:13])[C:3]1[C:8]([C:9]([NH:11][NH2:12])=[O:10])=[CH:7][N:6]=[CH:5][CH:4]=1.[C:15](OCC)(OCC)(OCC)[CH3:16]>>[CH3:15][C:16]1[O:10][C:9]([C:8]2[CH:7]=[N:6][CH:5]=[CH:4][C:3]=2[C:2]([F:1])([F:13])[F:14])=[N:11][N:12]=1. Procedure details: 500 mg of 4-trifluoromethylnicotinic hydrazide were heated under reflux in 3.5 ml of triethyl orthoacetate for 2 hours. The reaction mixture was subsequently concentrated and the residue was carefully admixed with 2 ml of phosphorus oxychloride. The mixture was stirred at room temperature for 1 hour and then poured on ice and extracted with ethyl acetate. Chromatographic purification of the crude product obtained after drying and concentrating gave the desired compound as a yellowish oil.